From a dataset of the Open Reaction Database (ORD), a public repository of structured organic reaction records. describe an organic reaction: reactants, conditions, products, and yield Starting materials: Cc1cc([N+](=O)[O-])cc(C)c1Oc1ccc(OCc2ccccc2)c(S(=O)(=O)O)c1, CCOCC, O=C(Cl)C(=O)Cl, ClCCl, [Cs], CN(C)C=O. Product: Cc1cc([N+](=O)[O-])cc(C)c1Oc1ccc(OCc2ccccc2)c(S(=O)(=O)Cl)c1. Reaction SMILES: [CH2:1]([c:2]1[cH:3][cH:4][cH:5][cH:6][cH:7]1)[O:8][c:9]1[c:10]([S:27](=[O:28])(=[O:29])[OH:30])[cH:11][c:12]([O:15][c:16]2[c:17]([CH3:26])[cH:18][c:19]([N+:23](=[O:24])[O-:25])[cH:20][c:21]2[CH3:22])[cH:13][cH:14]1.[CH3:46][CH2:47][O:48][CH2:49][CH3:50].[Cl:37][C:38]([C:39]([Cl:40])=[O:41])=[O:42].[Cl:43][CH2:44][Cl:45].[Cs:31].[O:32]=[CH:33][N:34]([CH3:35])[CH3:36]>>[CH2:1]([c:2]1[cH:3][cH:4][cH:5][cH:6][cH:7]1)[O:8][c:9]1[c:10]([S:27](=[O:28])(=[O:30])[Cl:37])[cH:11][c:12]([O:15][c:16]2[c:17]([CH3:26])[cH:18][c:19]([N+:23](=[O:24])[O-:25])[cH:20][c:21]2[CH3:22])[cH:13][cH:14]1.